From a dataset of the Open Reaction Database (ORD), a public repository of structured organic reaction records. describe an organic reaction: reactants, conditions, products, and yield Reactants: C=1C=CC=2NC(=CC2C1)[Si](C)(C)C. The reagents and catalysts are O1BOC(C)(C)C1(C)C, N=1C=CC(=CC1C=2N=CC=C(C2)C(C)(C)C)C(C)(C)C, C[OH2+].C[OH2+].C1CC=CCCC=C1.C1CC=CCCC=C1.[Ir].[Ir]. Solvent: CCCCCC. Reaction conditions: temperature 60 celsius, time 1 hour. Yields the product O1B(OC(C)(C)C1(C)C)C2=CC=CC=3C=C(NC32)[Si](C)(C)C. The yield is 76.0%. Reactants: ClC=1C=C2C=NN(C2=C(C1)CO)CC(C)C ((5-Chloro-1-isobutyl-1H-indazole-7-yl)-methanol), NC1=NNC2=CC=C(C=C12)C(=O)OC (methyl 3-amino-1H-indazole-5-carboxylate), N(=NC(=O)OC(C)(C)C)C(=O)OC(C)(C)C (di-tert-butyl azocarboxylate), C1(=CC=CC=C1)P(C1=CC=CC=C1)C1=CC=CC=C1 (triphenylphosphine). Run in O1CCCC1 (tetrahydrofuran). Yields the product NC1=NN(C2=CC=C(C=C12)C(=O)OC)CC=1C=C(C=C2C=NN(C12)CC(C)C)Cl (Methyl 3-amino-1-[(5-chloro-1-isobutyl-indazol-7-yl)methyl]indazole-5-carboxylate). Reaction SMILES: [Cl:1][C:2]1[CH:3]=[C:4]2[C:8](=[C:9]([CH2:11]O)[CH:10]=1)[N:7]([CH2:13][CH:14]([CH3:16])[CH3:15])[N:6]=[CH:5]2.[NH2:17][C:18]1[C:26]2[C:21](=[CH:22][CH:23]=[C:24]([C:27]([O:29][CH3:30])=[O:28])[CH:25]=2)[NH:20][N:19]=1.N(C(OC(C)(C)C)=O)=NC(OC(C)(C)C)=O.C1(P(C2C=CC=CC=2)C2C=CC=CC=2)C=CC=CC=1>O1CCCC1>[NH2:17][C:18]1[C:26]2[C:21](=[CH:22][CH:23]=[C:24]([C:27]([O:29][CH3:30])=[O:28])[CH:25]=2)[N:20]([CH2:11][C:9]2[CH:10]=[C:2]([Cl:1])[CH:3]=[C:4]3[C:8]=2[N:7]([CH2:13][CH:14]([CH3:16])[CH3:15])[N:6]=[CH:5]3)[N:19]=1. Procedure: A mixture of compound 17 (0.112 g, 0.47 mmol), methyl 3-amino-1H-indazole-5-carboxylate (0.075 g, 0.39 mmol), di-tert-butyl azocarboxylate (0.135 g, 0.59 mmol), triphenylphosphine (0.155 g, 0.59 mmol), in tetrahydrofuran (4 mL) was heated at 140° C. under microwave conditions for 20 minutes. Then, the reaction was quenched by adding water and diluted with ethyl acetate. The organic layer was separated, washed with Brine, dried (MgSO4), filtered and the solvent was evaporated. Then, the residue w... Run at temperature 0 celsius, time 2 hour. Run in C(Cl)Cl (DCM). Reaction SMILES: [F:1][C:2]1[CH:3]=[C:4]([NH:9][C:10]2[CH:11]=[N:12][CH:13]=[CH:14][CH:15]=2)[C:5]([NH2:8])=[CH:6][CH:7]=1.[C:16]([O:20][C:21]([NH:23][C@@H:24]([CH:28]([CH3:30])[CH3:29])[C:25](O)=[O:26])=[O:22])([CH3:19])([CH3:18])[CH3:17].C1C=NC2N(O)N=NC=2C=1.Cl.CN(C)CCCN=C=NCC>C(Cl)Cl>[C:16]([O:20][C:21](=[O:22])[NH:23][C@H:24]([C:25](=[O:26])[NH:8][C:5]1[CH:6]=[CH:7][C:2]([F:1])=[CH:3][C:4]=1[NH:9][C:10]1[CH:11]=[N:12][CH:13]=[CH:14][CH:15]=1)[CH:28]([CH3:29])[CH3:30])([CH3:17])([CH3:19])[CH3:18] |f:3.4|. Yields the product C(C)(C)(C)OC(N[C@@H](C(C)C)C(NC1=C(C=C(C=C1)F)NC=1C=NC=CC1)=O)=O ({(S)-1-[4-fluoro-2-(pyridin-3-ylamino)phenylcarbamoyl]-2-methylpropyl}carbamic acid tert-butyl ester). Reactants: FC=1C=C(C(=CC1)N)NC=1C=NC=CC1 (4-fluoro-N2-pyridin-3-ylbenzene-1,2-diamine), C(C)(C)(C)OC(=O)N[C@H](C(=O)O)C(C)C ((S)-2-tertbutoxycarbonylamino-3-methylbutyric acid), C1=CC2=C(N=C1)N(N=N2)O (HOAt), Cl.CN(CCCN=C=NCC)C (N-(3-dimethylaminopropyl)-N′-ethylcarbodiimide hydrochloride). Reported procedure: To a solution of 4-fluoro-N2-pyridin-3-ylbenzene-1,2-diamine (685 mg, 3.0 mmol) in DCM (18 mL) at 0° C. were added (S)-2-tertbutoxycarbonylamino-3-methylbutyric acid (720 mg, 3.3 mmol), HOAt (0.450 g, 3.3 mmol) and N-(3-dimethylaminopropyl)-N′-ethylcarbodiimide hydrochloride (0.63 g, 3.3 mmol) and the resulting mixture stirred at 0° C. for 2 h. The reaction mixture was partitioned between DCM and a saturated aqueous solution of NaHCO3. The organic layer was dried (MgSO4), concentrated in vacuo a... Yield: 65.4%. Starting materials: N#Cc1ccc(CN)cc1, CC(=O)[O-], CC(=O)O, [NH4+], O. The product is N#Cc1ccc(C=O)cc1. Reaction SMILES: [C:1](#[N:2])[c:3]1[cH:4][cH:5][c:6]([CH2:7][NH2:8])[cH:9][cH:10]1.[CH3:12][C:13]([O-:14])=[O:15].[CH3:17][C:18](=[O:19])[OH:20].[NH4+:11].[OH2:16]>>[C:1](#[N:2])[c:3]1[cH:4][cH:5][c:6]([CH:7]=[O:14])[cH:9][cH:10]1. The reactants are OCCCNS(=O)(=O)C1=CC(=CC=C1)OC (N-(3-Hydroxy-propyl)-3-methoxy-benzenesulfonamide), B(Br)(Br)Br (BBr3), solution. The solvent is C(Cl)Cl (CH2Cl2), C(Cl)Cl (CH2Cl2). Conditions: time 1 hour. The product is BrCCCNS(=O)(=O)C1=CC(=CC=C1)O (N-(3-bromo-propyl)-3-hydroxy-benzenesulfonamide). RXN SMILES: O[CH2:2][CH2:3][CH2:4][NH:5][S:6]([C:9]1[CH:14]=[CH:13][CH:12]=[C:11]([O:15]C)[CH:10]=1)(=[O:8])=[O:7].B(Br)(Br)[Br:18]>C(Cl)Cl>[Br:18][CH2:2][CH2:3][CH2:4][NH:5][S:6]([C:9]1[CH:14]=[CH:13][CH:12]=[C:11]([OH:15])[CH:10]=1)(=[O:8])=[O:7]. Procedure details: N-(3-Hydroxy-propyl)-3-methoxy-benzenesulfonamide (0.478 g, 1.95 mmol) in CH2Cl2(10 mL) at 0° C. was treated with BBr3 (9.74 mL of a 1M solution in CH2Cl2, 9.74 mmol) then left to warm to room temperature. After 1 h, the reaction mixture was concentrated in vacuo, neutralized to pH 6 with aqueous saturated NaHCO3 solution, and extracted with CH2Cl2 (3×20 mL), dried (MgSO4), filtered and concentrated to give the title compound. MS (M+1) 294. Starting materials: CC(C)(CO)COCc1ccc(F)c(Cc2ccccc2)c1, CCOCC, ClCCl, O=[Cr](=O)([O-])Cl, c1cc[nH+]cc1. The product is CC(C)(C=O)COCc1ccc(F)c(Cc2ccccc2)c1. Reaction SMILES: [CH3:1][C:2]([CH2:3][OH:4])([CH2:5][O:6][CH2:7][c:8]1[cH:9][c:10]([CH2:15][c:16]2[cH:17][cH:18][cH:19][cH:20][cH:21]2)[c:11]([F:14])[cH:12][cH:13]1)[CH3:22].[CH3:34][CH2:35][O:36][CH2:37][CH3:38].[Cl:39][CH2:40][Cl:41].[O:23]=[Cr:24]([Cl:25])([O-:26])=[O:27].[nH+:28]1[cH:29][cH:30][cH:31][cH:32][cH:33]1>>[CH3:1][C:2]([CH:3]=[O:4])([CH2:5][O:6][CH2:7][c:8]1[cH:9][c:10]([CH2:15][c:16]2[cH:17][cH:18][cH:19][cH:20][cH:21]2)[c:11]([F:14])[cH:12][cH:13]1)[CH3:22].